Dataset: the Open Reaction Database (ORD), a public repository of structured organic reaction records. Task: describe an organic reaction: reactants, conditions, products, and yield Starting materials: C(CCCCCC)=O (heptanal), C(C1=CC=CC=C1)ON (O-benzylhydroxylamine), hexanes ethyl acetate. Solvent: C1CCOC1 (THF). Conditions: time 20 minute. The product is C(C1=CC=CC=C1)ON=CCCCCCC (N-(benzyloxy)heptan-1-imine). The yield is 91.0%. As a reaction SMILES: [CH:1](=O)[CH2:2][CH2:3][CH2:4][CH2:5][CH2:6][CH3:7].[CH2:9]([O:16][NH2:17])[C:10]1[CH:15]=[CH:14][CH:13]=[CH:12][CH:11]=1>C1COCC1>[CH2:9]([O:16][N:17]=[CH:1][CH2:2][CH2:3][CH2:4][CH2:5][CH2:6][CH3:7])[C:10]1[CH:15]=[CH:14][CH:13]=[CH:12][CH:11]=1. Procedure details: To a 10 mL round bottom flask equipped with a stifling bar and purged with N2 was added heptanal (343 mg, 420 μL, 3.0 mmol) followed by O-benzylhydroxylamine (369 mg, 349 μL, 3.0 mmol). An immediate evolution of heat occurred with formation of a cloudy solution. The solution was stirred at room temperature during four minutes before 3 mL of dry THF was added. Stirring continued for 20 min, at which time the TLC (hexanes/ethyl acetate, 85:15) indicated completion of reaction. The volatiles were r...